This data is from the Open Reaction Database (ORD), a public repository of structured organic reaction records. The task is: describe an organic reaction: reactants, conditions, products, and yield Reactants: COc1ccccc1-c1n[nH]c2ncc(-c3cccc(C(=O)O)c3)cc12, CN1CCNCC1, CN(C)C=O. Product: COc1ccccc1-c1n[nH]c2ncc(-c3cccc(C(=O)N4CCN(C)CC4)c3)cc12. Reaction SMILES: [CH3:1][O:2][c:3]1[c:4](-[c:9]2[n:10][nH:11][c:12]3[n:13][cH:14][c:15](-[c:18]4[cH:19][c:20]([C:21](=[O:22])[OH:23])[cH:24][cH:25][cH:26]4)[cH:16][c:17]23)[cH:5][cH:6][cH:7][cH:8]1.[CH3:27][N:28]1[CH2:29][CH2:30][NH:31][CH2:32][CH2:33]1.[O:34]=[CH:35][N:36]([CH3:37])[CH3:38]>>[CH3:1][O:2][c:3]1[c:4](-[c:9]2[n:10][nH:11][c:12]3[n:13][cH:14][c:15](-[c:18]4[cH:19][c:20]([C:21](=[O:22])[N:31]5[CH2:30][CH2:29][N:28]([CH3:27])[CH2:33][CH2:32]5)[cH:24][cH:25][cH:26]4)[cH:16][c:17]23)[cH:5][cH:6][cH:7][cH:8]1. The reactants are O (water), CC1=CC=C(C=C1)S(=O)(=O)[O-].NC(=O)C1=CC=CC2=CN(N=C12)C1=CC=C(C=C1)[C@H]1C[NH2+]CCC1 ((3S)-3-{4-[7-(Aminocarbonyl)-2H-indazol-2-yl]phenyl}piperidinium 4-methylbenzenesulfonate), S(O)(O)(=O)=O (sulfuric acid), solution. Reported procedure: 50 mg of tert-butyl(3S)-3-{4-[7-(aminocarbonyl)-2H-indazol-2-yl]phenyl}piperidine-1-carboxylate (Example 1, D3) as a compound stock solution was reacted with 1 mole equivalent of sulfuric acid, added as a 1 Molar solution in 1:1 (v/v) methanol:water solution. Excess solvent was removed under centrifugal evaporation and 1 mL of the methanol:water solution added at ambient room temperature (˜25° C.). The resultant solution stirred at 40° C. for 24 hours. The experiment was left to gently evaporate... Run at temperature 40 celsius, time 24 hour. The solvent is CO (methanol). The product is S(=O)(=O)([O-])[O-].NC(=O)C1=CC=CC2=CN(N=C12)C1=CC=C(C=C1)[C@H]1C[NH2+]CCC1.NC(=O)C1=CC=CC2=CN(N=C12)C1=CC=C(C=C1)[C@H]1C[NH2+]CCC1 ((3S)-3-{4-[7-(Aminocarbonyl)-2H-indazol-2-yl]phenyl}piperidinium sulfate). Reaction SMILES: CC1C=CC(S([O-])(=O)=O)=CC=1.[NH2:12][C:13]([C:15]1[C:23]2[C:19](=[CH:20][N:21]([C:24]3[CH:29]=[CH:28][C:27]([C@@H:30]4[CH2:35][CH2:34][CH2:33][NH2+:32][CH2:31]4)=[CH:26][CH:25]=3)[N:22]=2)[CH:18]=[CH:17][CH:16]=1)=[O:14].[S:36](=[O:40])(=[O:39])([OH:38])[OH:37].O>CO>[S:36]([O-:40])([O-:39])(=[O:38])=[O:37].[NH2:12][C:13]([C:15]1[C:23]2[C:19](=[CH:20][N:21]([C:24]3[CH:29]=[CH:28][C:27]([C@@H:30]4[CH2:35][CH2:34][CH2:33][NH2+:32][CH2:31]4)=[CH:26][CH:25]=3)[N:22]=2)[CH:18]=[CH:17][CH:16]=1)=[O:14].[NH2:12][C:13]([C:15]1[C:23]2[C:19](=[CH:20][N:21]([C:24]3[CH:29]=[CH:28][C:27]([C@@H:30]4[CH2:35][CH2:34][CH2:33][NH2+:32][CH2:31]4)=[CH:26][CH:25]=3)[N:22]=2)[CH:18]=[CH:17][CH:16]=1)=[O:14] |f:0.1,5.6.7|. The reactants are N1(CCC1)CC1=NC=CC(=C1)C1=C(OC2=CC(=C(C=C2F)S(=O)(=O)N(C(OC(C)(C)C)=O)C=2N=CSC2)F)C=CC(=C1)Cl (tert-Butyl [(4-{2-[2-(azetidin-1-ylmethyl)pyridin-4-yl]-4-chlorophenoxy}-2,5-difluorophenyl)sulfonyl]1,3-thiazol-4-ylcarbamate), Cl (hydrogen chloride). Run in O1CCOCC1 (1,4-dioxane), ClCCl (dichloromethane). Conditions: time 18 hour. The product is N1(CCC1)CC1=NC=CC(=C1)C1=C(OC2=CC(=C(C=C2F)S(=O)(=O)NC=2N=CSC2)F)C=CC(=C1)Cl (4-{2-[2-(Azetidin-1-ylmethyl)pyridin-4-yl]-4-chlorophenoxy}-2,5-difluoro-N-1,3-thiazol-4-ylbenzenesulfonamide). Reaction SMILES: [N:1]1([CH2:5][C:6]2[CH:11]=[C:10]([C:12]3[CH:42]=[C:41]([Cl:43])[CH:40]=[CH:39][C:13]=3[O:14][C:15]3[C:20]([F:21])=[CH:19][C:18]([S:22]([N:25]([C:33]4[N:34]=[CH:35][S:36][CH:37]=4)C(=O)OC(C)(C)C)(=[O:24])=[O:23])=[C:17]([F:38])[CH:16]=3)[CH:9]=[CH:8][N:7]=2)[CH2:4][CH2:3][CH2:2]1.Cl>ClCCl.O1CCOCC1>[N:1]1([CH2:5][C:6]2[CH:11]=[C:10]([C:12]3[CH:42]=[C:41]([Cl:43])[CH:40]=[CH:39][C:13]=3[O:14][C:15]3[C:20]([F:21])=[CH:19][C:18]([S:22]([NH:25][C:33]4[N:34]=[CH:35][S:36][CH:37]=4)(=[O:23])=[O:24])=[C:17]([F:38])[CH:16]=3)[CH:9]=[CH:8][N:7]=2)[CH2:2][CH2:3][CH2:4]1. Procedure: tert-Butyl [(4-{2-[2-(azetidin-1-ylmethyl)pyridin-4-yl]-4-chlorophenoxy}-2,5-difluorophenyl)sulfonyl]1,3-thiazol-4-ylcarbamate, (Preparation 878, 0.325 g, 0.0005 mol) was dissolved in dichloromethane (3 mL) then 4 molar hydrogen chloride in 1,4-dioxane (3 mL) was added. The reaction was stirred at room temperature for 18 hours. The reaction was concentrated in vacuo and the crude product purified by preparative HPLC to give the title compound. The reactants are CNN (Methylhydrazine), C(C1=CC=CC=C1)Br (benzyl bromide). The solvent is ClCCl (dichloromethane), ClCCl (dichloromethane). Run at time 10 minute. The product is C(C1=CC=CC=C1)N(N)C (N-benzyl-N-methylhydrazine). The yield is 60.2%. RXN SMILES: [CH3:1][NH:2][NH2:3].[CH2:4](Br)[C:5]1[CH:10]=[CH:9][CH:8]=[CH:7][CH:6]=1>ClCCl>[CH2:4]([N:2]([CH3:1])[NH2:3])[C:5]1[CH:10]=[CH:9][CH:8]=[CH:7][CH:6]=1. Procedure: Methylhydrazine (0.1 ml, 2.0 mmol) in dichloromethane (5 ml) was treated dropwise with a solution of benzyl bromide (0.12 ml, 1.0 mmol) in dichloromethane (2 ml). After addition was complete the mixture was stirred for 10 min. and evaporated to dryness under reduced pressure. The residue was diluted with brine (5 ml) and ethyl acetate (5 ml). The organic phase was separated, dried over magnesium sulphate and evaporated to dryness under reduced pressure to give N-benzyl-N-methylhydrazine (0.082 g... As a reaction SMILES: [CH3:1][C:2]1[CH:3]=[C:4]([CH:7]=[CH:8][C:9]=1[CH3:10])[CH2:5][NH2:6].[C:11](Cl)(Cl)=[O:12].CCN(C(C)C)C(C)C.[NH2:24][C:25]1[CH:34]=[CH:33][CH:32]=[C:31]2[C:26]=1[CH:27]=[C:28]([CH3:35])[N:29]=[CH:30]2>C1(C)C=CC=CC=1>[CH3:1][C:2]1[CH:3]=[C:4]([CH:7]=[CH:8][C:9]=1[CH3:10])[CH2:5][NH:6][C:11]([NH:24][C:25]1[CH:34]=[CH:33][CH:32]=[C:31]2[C:26]=1[CH:27]=[C:28]([CH3:35])[N:29]=[CH:30]2)=[O:12]. Solvent: C1(=CC=CC=C1)C (toluene), C1(=CC=CC=C1)C (toluene). Conditions: time 2 hour. The product is CC=1C=C(CNC(=O)NC2=C3C=C(N=CC3=CC=C2)C)C=CC1C (N-(3,4-dimethylbenzyl)-N′-(3-methyl-5-isoquinolinyl)urea), A-473191. Reported procedure: 3,4-Dimethylbenzylamine (0.3 mL, 2.1 mmol) in toluene (11 mL) was added carefully to a 20% w/v solution of phosgene in toluene (4.5 mL). The mixture was refluxed overnight and was then concentrated in vacuo. The residue was then taken up in toluene (10 mL) and treated with DIEA (1.5 mL, 8.63 mmol) and 5-amino-3-methylisoquinoline (155 mg, 1.08 mmol). The reaction mixture was stirred at 80° for 2 h and was then cooled to room temperature. The precipitated solid was collected by filtration and was... Starting materials: CC=1C=C(CN)C=CC1C (3,4-Dimethylbenzylamine), C(=O)(Cl)Cl (phosgene), CCN(C(C)C)C(C)C (DIEA), NC1=C2C=C(N=CC2=CC=C1)C (5-amino-3-methylisoquinoline). Starting materials: CN[C@H]1[C@@H](CCCC1)NC (trans-N,N′-dimethyl-1,2-cyclohexanediamine), C([O-])([O-])=O.[K+].[K+] (potassium carbonate), N1N=CC=2C(=CC=CC12)N (1H-Indazol-4-amine), IC=1C=C(C(=O)OC)C=CC1 (methyl 3-iodobenzoate). The reagents and catalysts are [Cu]I (Copper (I) iodide). Solvent: CN(C)C=O (DMF). Conditions: temperature 100 celsius. Product: NC1=C2C=NN(C2=CC=C1)C=1C=C(C(=O)OC)C=CC1 (Methyl 3-(4-amino-1H-indazol-1-yl)benzoate). Yield: 20.1%. As a reaction SMILES: [NH:1]1[C:9]2[CH:8]=[CH:7][CH:6]=[C:5]([NH2:10])[C:4]=2[CH:3]=[N:2]1.I[C:12]1[CH:13]=[C:14]([CH:19]=[CH:20][CH:21]=1)[C:15]([O:17][CH3:18])=[O:16].CN[C@@H]1CCCC[C@H]1NC.C(=O)([O-])[O-].[K+].[K+]>CN(C=O)C.[Cu]I>[NH2:10][C:5]1[CH:6]=[CH:7][CH:8]=[C:9]2[C:4]=1[CH:3]=[N:2][N:1]2[C:12]1[CH:13]=[C:14]([CH:19]=[CH:20][CH:21]=1)[C:15]([O:17][CH3:18])=[O:16] |f:3.4.5|. Reported procedure: 1H-Indazol-4-amine (81 mg, 0.61 mmol) and methyl 3-iodobenzoate (160 mg, 0.61 mmol) were dissolved in DMF (1 mL) in a microwave tube. Copper (I) iodide (23 mg, 0.12 mmol), trans-N,N′-dimethyl-1,2-cyclohexanediamine (34 mg, 0.24 mmol) and potassium carbonate (169 mg, 1.22 mmol) were added and the mixture heated by microwave (250 W) at 100° C. for 20 minutes. The mixture was filtered through a cartridge, washing with DCM (5 mL) and the filtrate was evaporated to dryness and purified by mass-direct... As a reaction SMILES: [Cl:1][C:2]1[C:7]([Cl:8])=[CH:6][C:5]([N:9]2[CH:13]=[CH:12][CH:11]=[CH:10]2)=[C:4]([N+:14]([O-])=O)[CH:3]=1.O1CCCC1>O>[NH2:14][C:4]1[CH:3]=[C:2]([Cl:1])[C:7]([Cl:8])=[CH:6][C:5]=1[N:9]1[CH:13]=[CH:12][CH:11]=[CH:10]1. Run in O (water). The product is NC1=C(C=C(C(=C1)Cl)Cl)N1C=CC=C1 (1-(2-amino-4,5-dichlorophenyl)pyrrole). Procedure: A stirred solution of 42.4 g (0.165 mole) of 1-(4,5-dichloro-2-nitrophenyl)pyrrole in 730 ml. of tetrahydrofuran and 365 ml. of water is treated according to the manipulative procedure described above in Example 13(b) to give 1-(2-amino-4,5-dichlorophenyl)pyrrole, m.p. 57°-58° C. The reactants are ClC1=CC(=C(C=C1Cl)N1C=CC=C1)[N+](=O)[O-] (1-(4,5-dichloro-2-nitrophenyl)pyrrole), O1CCCC1 (tetrahydrofuran).